From a dataset of the Open Reaction Database (ORD), a public repository of structured organic reaction records. describe an organic reaction: reactants, conditions, products, and yield Reactants: P(=O)(Cl)(Cl)Cl (Phosphorus oxychloride), O1C(=CC=C1)CSCCN1C(C2=CC=CC=C2C1=O)=O (2-[2-[(2-furanylmethyl)thio]ethyl]-1H-isoindole-1,3(2H)-dione), CN(C=O)C (dimethylformamide), ice. Run at temperature 0 celsius, time 12 hour. Product: C(=O)C1=CC=C(O1)CSCCN1C(C2=CC=CC=C2C1=O)=O (2-[2-[(5-Formyl-2-furanylmethyl)thio]ethyl]-1H-isoindole-1,3(2H)-dione). Reaction SMILES: P(Cl)(Cl)(Cl)=O.[O:6]1[CH:10]=[CH:9][CH:8]=[C:7]1[CH2:11][S:12][CH2:13][CH2:14][N:15]1[C:23](=[O:24])[C:22]2[C:17](=[CH:18][CH:19]=[CH:20][CH:21]=2)[C:16]1=[O:25].CN(C)[CH:28]=[O:29]>>[CH:28]([C:10]1[O:6][C:7]([CH2:11][S:12][CH2:13][CH2:14][N:15]2[C:23](=[O:24])[C:22]3[C:17](=[CH:18][CH:19]=[CH:20][CH:21]=3)[C:16]2=[O:25])=[CH:8][CH:9]=1)=[O:29]. Procedure: Phosphorus oxychloride (6.4 g) was added to a stirred solution of 2-[2-[(2-furanylmethyl)thio]ethyl]-1H-isoindole-1,3(2H)-dione (6.0 g) in dry dimethylformamide. After stirring for 2 hr at 0° C. and at room temperature for 12 hr, the mixture was poured into stirred ice-cold water (500 ml). The precipitated solid was collected and crystallised from propan-2-ol yielding the title compound as brown micro-needles (5.6 g) m.p. 77°-79°. Starting materials: Cl.CN(CCCN=C=NCC)C (1-(3-Dimethylaminopropyl)-3-ethylcarbodiimide hydrochloride), O.ON1N=NC2=C1C=CC=C2 (1-hydroxybenzotriazole monohydrate), NC=1C(=CC2=CC=CC=C2C1)C(=O)O (3-Amino-naphthalene-2-carboxylic acid), C(C)OC(C1=C(C=CC(=C1)N1CCCCC1)N)=O (2-amino-5-piperidin-1-yl-benzoic acid ethyl ester). Run in C(C)N(CC)CC (triethylamine), C(Cl)Cl (methylene chloride). Run at time 12 hour. Yields the product COC(=O)C1=CC2=CC=CC=C2C=C1N (3-amino-naphthalene-2-carboxylic acid methyl ester), C(C)OC(C1=C(C=CC(=C1)N1CCCCC1)N)=O (2-amino-5-piperidin-1-yl-benzoic acid ethyl ester). RXN SMILES: [NH2:1][C:2]1[C:3]([C:12]([OH:14])=[O:13])=[CH:4][C:5]2[C:10]([CH:11]=1)=[CH:9][CH:8]=[CH:7][CH:6]=2.[CH2:15]([O:17][C:18](=[O:32])[C:19]1[CH:24]=[C:23]([N:25]2[CH2:30][CH2:29][CH2:28][CH2:27][CH2:26]2)[CH:22]=[CH:21][C:20]=1[NH2:31])[CH3:16].Cl.CN(C)CCCN=C=NCC.O.ON1C2C=CC=CC=2N=N1>C(Cl)Cl.C(N(CC)CC)C>[CH3:15][O:13][C:12]([C:3]1[C:2]([NH2:1])=[CH:11][C:10]2[C:5](=[CH:6][CH:7]=[CH:8][CH:9]=2)[CH:4]=1)=[O:14].[CH2:15]([O:17][C:18](=[O:32])[C:19]1[CH:24]=[C:23]([N:25]2[CH2:30][CH2:29][CH2:28][CH2:27][CH2:26]2)[CH:22]=[CH:21][C:20]=1[NH2:31])[CH3:16] |f:2.3,4.5|. Procedure details: 3-Amino-naphthalene-2-carboxylic acid (compound A′) (1.2 g) was dissolved in anhydrous methylene chloride (12 ml). 1-(3-Dimethylaminopropyl)-3-ethylcarbodiimide hydrochloride (2.5 g), 1-hydroxybenzotriazole monohydrate (1.5 g), and triethylamine (1 ml) were added to the solution at room temperature, and the mixture was then stirred at that temperature for 12 hr. After the completion of the reaction, distilled water was added thereto at room temperature, and the mixture was subjected to separator... Run at time 16 hour. Product: C(=C)OCCONC(=O)C=1C(=C2C(=NC1)N(N=C2)CC2=CC=C(C=C2)OC)NC2=C(C=C(C=C2)I)F (4-(2-Fluoro-4-iodophenylamino)-1-(4-methoxybenzyl)-1H-pyrazolo[3,4-b]pyridine-5-carboxylic acid (2-vinyloxyethoxy)-amide). Isolated yield 80.8%. RXN SMILES: [F:1][C:2]1[CH:7]=[C:6]([I:8])[CH:5]=[CH:4][C:3]=1[NH:9][C:10]1[C:15]([C:16](O)=[O:17])=[CH:14][N:13]=[C:12]2[N:19]([CH2:22][C:23]3[CH:28]=[CH:27][C:26]([O:29][CH3:30])=[CH:25][CH:24]=3)[N:20]=[CH:21][C:11]=12.[CH:31]([O:33][CH2:34][CH2:35][O:36][NH2:37])=[CH2:32].C1C=CC2N(O)N=NC=2C=1.CCN=C=NCCCN(C)C.CCN(C(C)C)C(C)C>CN(C=O)C>[CH:31]([O:33][CH2:34][CH2:35][O:36][NH:37][C:16]([C:15]1[C:10]([NH:9][C:3]2[CH:4]=[CH:5][C:6]([I:8])=[CH:7][C:2]=2[F:1])=[C:11]2[CH:21]=[N:20][N:19]([CH2:22][C:23]3[CH:24]=[CH:25][C:26]([O:29][CH3:30])=[CH:27][CH:28]=3)[C:12]2=[N:13][CH:14]=1)=[O:17])=[CH2:32]. Reactants: FC1=C(C=CC(=C1)I)NC1=C2C(=NC=C1C(=O)O)N(N=C2)CC2=CC=C(C=C2)OC (4-(2-Fluoro-4-iodophenylamino)-1-(4-methoxybenzyl)-1H-pyrazolo[3,4-b]pyridine-5-carboxylic acid), C(=C)OCCON (O-(2-vinyloxyethyl)-hydroxylamine), C=1C=CC2=C(C1)N=NN2O (HOBt), CCN=C=NCCCN(C)C (EDCI), CCN(C(C)C)C(C)C (DIPEA). Procedure: 4-(2-Fluoro-4-iodophenylamino)-1-(4-methoxybenzyl)-1H-pyrazolo[3,4-b]pyridine-5-carboxylic acid (360 mg, 0.71 mmol), O-(2-vinyloxyethyl)-hydroxylamine (79 mg, 0.77 mmol), HOBt (103 mg, 0.77 mmol), EDCI (147 mg, 0.77 mmol) and DIPEA (130 μL, 0.77 mmol) were dissolved in DMF (10 mL). The reaction mixture was stirred at room temperature for 16 hours then concentrated in vacuo. The resultant residue was dissolved in ethyl acetate (10 mL), washed with aqueous saturated sodium bicarbonate solution (10... Solvent: CN(C)C=O (DMF).